From a dataset of the Open Reaction Database (ORD), a public repository of structured organic reaction records. describe an organic reaction: reactants, conditions, products, and yield The reactants are COc1cc(NC(C)=O)c(Cl)cc1C(=O)N=[N+]=[N-], c1ccc(CN2CCNCC2)cc1, Cc1ccccc1, ClCCl, [N-]=C=O. Yields the product COc1cc(NC(C)=O)c(Cl)cc1NC(=O)N1CCN(Cc2ccccc2)CC1. Reaction SMILES: [C:1]([CH3:2])(=[O:3])[NH:4][c:5]1[cH:6][c:7]([O:17][CH3:18])[c:8]([C:9]([N:10]=[N+:11]=[N-:12])=[O:13])[cH:14][c:15]1[Cl:16].[CH2:22]([c:23]1[cH:24][cH:25][cH:26][cH:27][cH:28]1)[N:29]1[CH2:30][CH2:31][NH:32][CH2:33][CH2:34]1.[CH3:38][c:39]1[cH:40][cH:41][cH:42][cH:43][cH:44]1.[Cl:19][CH2:20][Cl:21].[N-:35]=[C:36]=[O:37]>>[C:1]([CH3:2])(=[O:3])[NH:4][c:5]1[cH:6][c:7]([O:17][CH3:18])[c:8]([NH:35][C:36]([N:32]2[CH2:31][CH2:30][N:29]([CH2:22][c:23]3[cH:24][cH:25][cH:26][cH:27][cH:28]3)[CH2:34][CH2:33]2)=[O:37])[cH:14][c:15]1[Cl:16]. Starting materials: NC1=C2C(C(=CN(C2=C(C(=C1F)F)OC)CC1=CC=CC=C1)C(=O)OCC)=O (ethyl 5-amino-1-benzyl-6,7-difluoro-1,4-dihydro-8-methoxy-4-oxoquinoline-3-carboxylate), [OH-].[Na+] (NaOH). Run in CCO (EtOH). The product is NC1=C2C(C(=CN(C2=C(C(=C1F)F)OC)CC1=CC=CC=C1)C(=O)O)=O (5-amino-1-benzyl-6,7-difluoro-1,4-dihydro-8-methoxy-4-oxoquinoline-3-carboxylic acid). Isolated yield 85.9%. RXN SMILES: [NH2:1][C:2]1[C:11]([F:12])=[C:10]([F:13])[C:9]([O:14][CH3:15])=[C:8]2[C:3]=1[C:4](=[O:28])[C:5]([C:23]([O:25]CC)=[O:24])=[CH:6][N:7]2[CH2:16][C:17]1[CH:22]=[CH:21][CH:20]=[CH:19][CH:18]=1.[OH-].[Na+]>CCO>[NH2:1][C:2]1[C:11]([F:12])=[C:10]([F:13])[C:9]([O:14][CH3:15])=[C:8]2[C:3]=1[C:4](=[O:28])[C:5]([C:23]([OH:25])=[O:24])=[CH:6][N:7]2[CH2:16][C:17]1[CH:22]=[CH:21][CH:20]=[CH:19][CH:18]=1 |f:1.2|. Procedure: A solution of ethyl 5-amino-1-benzyl-6,7-difluoro-1,4-dihydro-8-methoxy-4-oxoquinoline-3-carboxylate (601 mg, 1.55 mmol) and 1M aq. NaOH (4.5 mL) in EtOH (10 mL) was stirred at 50° C. for 1 h. The solvent was removed and the residue was dissolved in water. The solution was acidified to pH 7 with 2M HCl and the resulting precipitate was removed by filtration, washed with water, EtOH and dried to yield 5-amino-1-benzyl-6,7-difluoro-1,4-dihydro-8-methoxy-4-oxoquinoline-3-carboxylic acid (480 mg, 85... Starting materials: O(C1=CC=CC=C1)C1=CC=C(C=C1)C=1CCNCC1 (4-(4-phenoxyphenyl)-1,2,3,6-tetrahydropyridine), FC1=CC=C(C=C1)OCCBr (2-(4-fluorophenyl)oxyethyl bromide). Yields the product FC1=CC=C(C=C1)OCCN1CCC(=CC1)C1=CC=C(C=C1)OC1=CC=CC=C1 (1-[2-(4-fluorophenyl)oxyethyl]-4-(4-phenoxyphenyl)-1,2,3,6-tetrahydropyridine). Reaction SMILES: [O:1]([C:8]1[CH:13]=[CH:12][C:11]([C:14]2[CH2:15][CH2:16][NH:17][CH2:18][CH:19]=2)=[CH:10][CH:9]=1)[C:2]1[CH:7]=[CH:6][CH:5]=[CH:4][CH:3]=1.[F:20][C:21]1[CH:26]=[CH:25][C:24]([O:27][CH2:28][CH2:29]Br)=[CH:23][CH:22]=1>>[F:20][C:21]1[CH:26]=[CH:25][C:24]([O:27][CH2:28][CH2:29][N:17]2[CH2:16][CH:15]=[C:14]([C:11]3[CH:12]=[CH:13][C:8]([O:1][C:2]4[CH:3]=[CH:4][CH:5]=[CH:6][CH:7]=4)=[CH:9][CH:10]=3)[CH2:19][CH2:18]2)=[CH:23][CH:22]=1. Procedure: The same procedure was followed as in Example 11 using the compound (8) synthesized in Example 1 and 2-(4-fluorophenyl)oxyethyl bromide to produce the above. Reactants: N=1N=NN2C1C=CC(=C2)C2CN(C(CO2)=O)C(C)(C)C (2-(tetrazolo[1,5-a]pyrid-6-yl)-4-(1,1-dimethylethyl)-5-oxo-morpholine), S(C)C (Me2S), CO (methanol), solution. Run in O1CCCC1 (tetrahydrofuran), O1CCCC1 (tetrahydrofuran). Yields the product N=1N=NN2C1C=CC(=C2)C2CN(CCO2)C(C)(C)C (2-(Tetrazolo[1,5-a]pyrid-6-yl)-4-(1,1-dimethylethyl)morpholine). Isolated yield 100.3%. RXN SMILES: [N:1]1[N:2]=[N:3][N:4]2[CH:9]=[C:8]([CH:10]3[O:15][CH2:14][C:13](=O)[N:12]([C:17]([CH3:20])([CH3:19])[CH3:18])[CH2:11]3)[CH:7]=[CH:6][C:5]=12.S(C)C.CO>O1CCCC1>[N:1]1[N:2]=[N:3][N:4]2[CH:9]=[C:8]([CH:10]3[O:15][CH2:14][CH2:13][N:12]([C:17]([CH3:20])([CH3:19])[CH3:18])[CH2:11]3)[CH:7]=[CH:6][C:5]=12. Procedure: To a solution of 2-(tetrazolo[1,5-a]pyrid-6-yl)-4-(1,1-dimethylethyl)-5-oxo-morpholine (2.09 g) in 100 ml of dry tetrahydrofuran (THF), a 2.0M solution of BH3.Me2S in tetrahydrofuran (10 ml) was added dropwise under nitrogen. The reaction mixture was then heated at reflux for 5 hours. The mixture was cooled and treated with 25 ml of methanol. The mixture was then heated at reflux for 3 hours. The solution was concentrated under reduced pressure and the residue (2.45 g) purified by column chromat... The reactants are CN(CC(=O)OCC)C(C#CC1=CC=CC=C1)=O (ethyl 2-(N-methyl-3-phenylprop-2-ynoylamino)acetate), O (water), Intermediate A, Li(SiMe3)2. The solvent is C1CCOC1 (THF), C(Cl)Cl (CH2Cl2). Reaction conditions: time 2 hour. Yields the product CN1C(C(=CC1=O)C1=CC=CC=C1)C(=O)OCC (racemic ethyl 1-methyl-5-oxo-3-phenyl-3-pyrroline-2-carboxylate). Yield: 70.0%. Reaction SMILES: [CH3:1][N:2]([C:9](=[O:18])[C:10]#[C:11][C:12]1[CH:17]=[CH:16][CH:15]=[CH:14][CH:13]=1)[CH2:3][C:4]([O:6][CH2:7][CH3:8])=[O:5].O>C1COCC1.C(Cl)Cl>[CH3:1][N:2]1[C:9](=[O:18])[CH:10]=[C:11]([C:12]2[CH:13]=[CH:14][CH:15]=[CH:16][CH:17]=2)[CH:3]1[C:4]([O:6][CH2:7][CH3:8])=[O:5]. Reported procedure: To a 0° C. solution of ethyl 2-(N-methyl-3-phenylprop-2-ynoylamino)acetate (prepared according to the procedure described for Intermediate A, 20 g, 82 mmol) in THF (100 mL) was added a solution of Li(SiMe3)2 (1M in THF, 82 mL, 82 mmol). The resulting mixture was stirred for 2 h, then was slowly treated with water (20 mL) and diluted with CH2Cl2 (200 mL). The organic layer was washed with water (150 mL), a 1N HCl solution (150 mL) and water (150 mL), dried (Na2SO4) and concentrated under reduced ... Solvent: C1CCOC1 (THF). Conditions: time 4 hour. Procedure details: To a stirred solution of 1-(2-(chloromethyl)-3-methylimidazo[1,2-a]pyridin-6-yl)-4-((4-fluorobenzyl)oxy)pyridin-2(1H)-one (150 mg) in THF (5 ml) were added trimethylsilyl cyanide (115 μl) and TBAF (1 M in THF, 1.13 ml) at room temperature, and the resulting mixture was stirred at room temperature for 4 h. The reaction mixture was then quenched with saturated FeSO4, and the organic layer was extracted with DCM. The extract was washed with brine, dried over Na2SO4 and concentrated in vacuo. The cr... Product: FC1=CC=C(COC2=CC(N(C=C2)C=2C=CC=3N(C2)C(=C(N3)CC#N)C)=O)C=C1 ((6-(4-((4-Fluorobenzyl)oxy)-2-oxopyridin-1(2H)-yl)-3-methylimidazo[1,2-a]pyridin-2-yl)acetonitrile). As a reaction SMILES: Cl[CH2:2][C:3]1[N:4]=[C:5]2[CH:10]=[CH:9][C:8]([N:11]3[CH:16]=[CH:15][C:14]([O:17][CH2:18][C:19]4[CH:24]=[CH:23][C:22]([F:25])=[CH:21][CH:20]=4)=[CH:13][C:12]3=[O:26])=[CH:7][N:6]2[C:27]=1[CH3:28].C[Si]([C:33]#[N:34])(C)C.CCCC[N+](CCCC)(CCCC)CCCC.[F-]>C1COCC1>[F:25][C:22]1[CH:23]=[CH:24][C:19]([CH2:18][O:17][C:14]2[CH:15]=[CH:16][N:11]([C:8]3[CH:9]=[CH:10][C:5]4[N:6]([C:27]([CH3:28])=[C:3]([CH2:2][C:33]#[N:34])[N:4]=4)[CH:7]=3)[C:12](=[O:26])[CH:13]=2)=[CH:20][CH:21]=1 |f:2.3|. The reactants are ClCC=1N=C2N(C=C(C=C2)N2C(C=C(C=C2)OCC2=CC=C(C=C2)F)=O)C1C (1-(2-(chloromethyl)-3-methylimidazo[1,2-a]pyridin-6-yl)-4-((4-fluorobenzyl)oxy)pyridin-2(1H)-one), C[Si](C)(C)C#N (trimethylsilyl cyanide), CCCC[N+](CCCC)(CCCC)CCCC.[F-] (TBAF). Reactants: CC(=O)OC1CC(=O)N1, [Li]CCCC, C1CCOC1, CSC, CSC, [Cl-], CC(C)[Si](OCc1cc(Cl)ccc1I)(C(C)C)C(C)C, [Cu]Br, [NH4+], [NH4+], [OH-]. Yields the product CC(C)[Si](OCc1cc(Cl)ccc1C1CC(=O)N1)(C(C)C)C(C)C. Reaction SMILES: [C:26]([O:27][CH:30]1[CH2:31][C:32](=[O:34])[NH:33]1)(=[O:28])[CH3:29].[CH2:1]([Li:2])[CH2:3][CH2:4][CH3:5].[CH2:42]1[O:43][CH2:44][CH2:45][CH2:46]1.[CH3:39][S:40][CH3:41].[CH3:47][S:48][CH3:49].[Cl-:35].[Cl:6][c:7]1[cH:8][cH:9][c:10]([I:25])[c:11]([CH2:12][O:13][Si:14]([CH:15]([CH3:16])[CH3:17])([CH:18]([CH3:19])[CH3:20])[CH:21]([CH3:22])[CH3:23])[cH:24]1.[Cu:50][Br:51].[NH4+:36].[NH4+:37].[OH-:38]>>[Cl:6][c:7]1[cH:8][cH:9][c:10]([CH:30]2[CH2:31][C:32](=[O:34])[NH:33]2)[c:11]([CH2:12][O:13][Si:14]([CH:15]([CH3:16])[CH3:17])([CH:18]([CH3:19])[CH3:20])[CH:21]([CH3:22])[CH3:23])[cH:24]1. Reactants: CC(=O)O[BH-](OC(C)=O)OC(C)=O, CN(C)C1(Cc2ccccc2)CCC(=O)CC1, CC(=O)O, ClCCCl, [Na+], O, NCc1c[nH]c2ccccc12. Yields the product CN(C)C1(Cc2ccccc2)CCC(NCc2c[nH]c3ccccc23)CC1. RXN SMILES: [C:33]([O:34][BH-:35]([O:36][C:37](=[O:38])[CH3:39])[O:40][C:41](=[O:42])[CH3:43])(=[O:44])[CH3:45].[CH2:12]([c:13]1[cH:14][cH:15][cH:16][cH:17][cH:18]1)[C:19]1([N:26]([CH3:27])[CH3:28])[CH2:20][CH2:21][C:22](=[O:25])[CH2:23][CH2:24]1.[CH3:29][C:30](=[O:31])[OH:32].[Cl:47][CH2:48][CH2:49][Cl:50].[Na+:46].[OH2:51].[nH:1]1[cH:2][c:3]([CH2:10][NH2:11])[c:4]2[cH:5][cH:6][cH:7][cH:8][c:9]12>>[nH:1]1[cH:2][c:3]([CH2:10][NH:11][CH:22]2[CH2:21][CH2:20][C:19]([CH2:12][c:13]3[cH:14][cH:15][cH:16][cH:17][cH:18]3)([N:26]([CH3:27])[CH3:28])[CH2:24][CH2:23]2)[c:4]2[cH:5][cH:6][cH:7][cH:8][c:9]12.